Dataset: the Open Reaction Database (ORD), a public repository of structured organic reaction records. Task: describe an organic reaction: reactants, conditions, products, and yield The reactants are Cl (hydrochloric acid), FC1=CC=C(C=C1)[N+](=O)[O-] (4-fluoronitrobenzene), FC(COC1=CC=C(C=C1)N1C(NN=C1)=O)(C(F)F)F (4-[4-(2,2,3,3-tetrafluoropropoxy)phenyl]-3(2H,4H)-1,2,4-triazolone), C([O-])([O-])=O.[K+].[K+] (potassium carbonate). Solvent: O (water), C(C)(=O)OCC (ethyl acetate), CN(C=O)C (N,N-dimethylformamide). Reaction conditions: temperature 80 celsius, time 2 hour. Product: [N+](=O)([O-])C1=CC=C(C=C1)N1N=CN(C1=O)C1=CC=C(C=C1)OCC(C(F)F)(F)F (2-(4-nitrophenyl)-4-[4-(2,2,3,3-tetrafluoropropoxy)phenyl]-3(2H,4H)-1,2,4-triazolone). Isolated yield 67.0%. Reaction SMILES: F[C:2]1[CH:7]=[CH:6][C:5]([N+:8]([O-:10])=[O:9])=[CH:4][CH:3]=1.[F:11][C:12]([F:30])([CH:27]([F:29])[F:28])[CH2:13][O:14][C:15]1[CH:20]=[CH:19][C:18]([N:21]2[CH:25]=[N:24][NH:23][C:22]2=[O:26])=[CH:17][CH:16]=1.C(=O)([O-])[O-].[K+].[K+].Cl>C(OCC)(=O)C.O.CN(C)C=O>[N+:8]([C:5]1[CH:6]=[CH:7][C:2]([N:23]2[C:22](=[O:26])[N:21]([C:18]3[CH:17]=[CH:16][C:15]([O:14][CH2:13][C:12]([F:11])([F:30])[CH:27]([F:28])[F:29])=[CH:20][CH:19]=3)[CH:25]=[N:24]2)=[CH:3][CH:4]=1)([O-:10])=[O:9] |f:2.3.4|. Procedure details: A mixture of 4-fluoronitrobenzene (3.1 g), 4-[4-(2,2,3,3-tetrafluoropropoxy)phenyl]-3(2H,4H)-1,2,4-triazolone (5.8 g), potassium carbonate (13.8 g) and N,N-dimethylformamide (60 ml) was stirred at 80° C. for 2 hours. The resultant was cooled and poured into water (500 ml). The mixture was neutralized with hydrochloric acid and the precipitated crystals were collected by filtration. The crystals thus obtained were dissolved in ethyl acetate (300 ml) and dried over anhydrous magnesium sulfate. Aft... As a reaction SMILES: [CH3:21][c:22]1[cH:23][cH:24][cH:25][cH:26][cH:27]1.[NH2:1][CH2:2][c:3]1[cH:4][cH:5][c:6]([Cl:9])[n:7][cH:8]1.[OH2:28].[c:10]1([CH3:20])[c:11]([CH:18]=[O:19])[c:12]([CH3:17])[cH:13][c:14]([CH3:16])[cH:15]1>>[N:1]([CH2:2][c:3]1[cH:4][cH:5][c:6]([Cl:9])[n:7][cH:8]1)=[CH:18][c:11]1[c:10]([CH3:20])[cH:15][c:14]([CH3:16])[cH:13][c:12]1[CH3:17]. The reactants are Cc1ccccc1, NCc1ccc(Cl)nc1, O, Cc1cc(C)c(C=O)c(C)c1. The product is Cc1cc(C)c(C=NCc2ccc(Cl)nc2)c(C)c1. Reactants: BrB(Br)Br, ClCCl, Cl, COc1cccc(I)c1S(N)(=O)=O. Yields the product NS(=O)(=O)c1c(O)cccc1I. RXN SMILES: [B:14]([Br:15])([Br:16])[Br:17].[Cl:19][CH2:20][Cl:21].[ClH:18].[I:1][c:2]1[c:3]([S:10](=[O:11])(=[O:12])[NH2:13])[c:4]([O:8][CH3:9])[cH:5][cH:6][cH:7]1>>[I:1][c:2]1[c:3]([S:10](=[O:11])(=[O:12])[NH2:13])[c:4]([OH:8])[cH:5][cH:6][cH:7]1. The reactants are COC(=O)c1cccnc1-c1cccc(N=C(NC(=O)OC(C)(C)C)NC(=O)OC(C)(C)C)c1, CO, Cl, [Na+], [OH-], O. Yields the product CC(C)(C)OC(=O)NC(=Nc1cccc(-c2ncccc2C(=O)O)c1)NC(=O)OC(C)(C)C. As a reaction SMILES: [C:1]([CH3:2])([CH3:3])([CH3:4])[O:5][C:6](=[O:7])[NH:8][C:9](=[N:10][c:11]1[cH:12][c:13](-[c:17]2[n:18][cH:19][cH:20][cH:21][c:22]2[C:23](=[O:24])[O:25][CH3:26])[cH:14][cH:15][cH:16]1)[NH:27][C:28](=[O:29])[O:30][C:31]([CH3:32])([CH3:33])[CH3:34].[CH3:38][OH:39].[ClH:37].[Na+:36].[OH-:35].[OH2:40]>>[C:1]([CH3:2])([CH3:3])([CH3:4])[O:5][C:6](=[O:7])[NH:8][C:9](=[N:10][c:11]1[cH:12][c:13](-[c:17]2[n:18][cH:19][cH:20][cH:21][c:22]2[C:23](=[O:24])[OH:25])[cH:14][cH:15][cH:16]1)[NH:27][C:28](=[O:29])[O:30][C:31]([CH3:32])([CH3:33])[CH3:34].